From a dataset of the Open Reaction Database (ORD), a public repository of structured organic reaction records. describe an organic reaction: reactants, conditions, products, and yield Procedure: Chloroacetone (0.89 ml, 1.04 g, 11.2 mmol) is added to a mixture of 4-(3-methyl-2-butenoxy)phenol (2.0 g, 11.2 mmol), potassium carbonate (25 g) and potassium iodide (2.6 g) in 125 mol of anhydrous acetone. The mixture is heated under reflux for 4.5 hours and then is allowed to cool to RT to give 4-(3-methyl-2-butenoxy)phenoxyacetone. RXN SMILES: Cl[CH2:2][C:3](=[O:5])[CH3:4].[CH3:6][C:7]([CH3:18])=[CH:8][CH2:9][O:10][C:11]1[CH:16]=[CH:15][C:14]([OH:17])=[CH:13][CH:12]=1.C(=O)([O-])[O-].[K+].[K+].[I-].[K+].CC(C)=O>>[CH3:6][C:7]([CH3:18])=[CH:8][CH2:9][O:10][C:11]1[CH:12]=[CH:13][C:14]([O:17][CH2:2][C:3](=[O:5])[CH3:4])=[CH:15][CH:16]=1 |f:2.3.4,5.6|. The product is CC(=CCOC1=CC=C(OCC(C)=O)C=C1)C (4-(3-methyl-2-butenoxy)phenoxyacetone). Reactants: ClCC(C)=O (Chloroacetone), CC(=CCOC1=CC=C(C=C1)O)C (4-(3-methyl-2-butenoxy)phenol), C([O-])([O-])=O.[K+].[K+] (potassium carbonate), [I-].[K+] (potassium iodide), CC(=O)C (acetone). The reactants are ICC (iodoethane), C([O-])([O-])=O.[K+].[K+] (potassium carbonate), C([O-])([O-])=O.[Cs+].[Cs+] (cesium carbonate), O1C(=CC=C1)CC(=O)O (2-(furan-2-yl)acetic acid). The solvent is CN(C=O)C (N,N-dimethylformamide), O (water). Reaction conditions: time 14 hour. Yields the product O1C(=CC=C1)CC(=O)OCC (ethyl 2-(furan-2-yl)acetate). Isolated yield 56.1%. RXN SMILES: [O:1]1[CH:5]=[CH:4][CH:3]=[C:2]1[CH2:6][C:7]([OH:9])=[O:8].C(=O)([O-])[O-].[K+].[K+].C(=O)([O-])[O-].[Cs+].[Cs+].I[CH2:23][CH3:24]>CN(C)C=O.O>[O:1]1[CH:5]=[CH:4][CH:3]=[C:2]1[CH2:6][C:7]([O:9][CH2:23][CH3:24])=[O:8] |f:1.2.3,4.5.6|. Reported procedure: 24.8 g of 2-(furan-2-yl)acetic acid was dissolved in 590 mL of N,N-dimethylformamide and mixed with 32.6 g (0.236 mol) of potassium carbonate and 6.42 g (19.7 mmol) cesium carbonate successively. The reaction mixture was further mixed with 19 mL (0.24 mol) of iodoethane under cooling with ice and stirred at room temperature for 14 hours. After completion of the reaction, the reaction mixture was diluted with distilled water and extracted with ethyl acetate. The organic layer was washed with satu... Reactants: C[C@@H]1N(CCCC1)C1=NN=C2N1C=C(C=C2)O[C@@H]2CC[C@@H](C1=CC=CC=C21)N ((1S,4R)-4-[3-((S)-2-Methyl-piperidin-1-yl)-[1,2,4]triazolo[4,3-a]pyridin-6-yloxy]-1,2,3,4-tetrahydro-naphthalen-1-ylamine), ClC(COC(NC=1N(N=C(C1)C(C)(C)C)C1=CC(=CC=C1)CO)=O)(Cl)Cl ([5-tert-Butyl-2-(3-hydroxymethyl-phenyl)-2H-pyrazol-3-yl]-carbamic acid 2,2,2-trichloro-ethyl ester), CCN(C(C)C)C(C)C (DIPEA), O1CCOCC1 (dioxane). Run at temperature 80 celsius, time 18 hour. Product: C(=O)O.C(C)(C)(C)C=1C=C(N(N1)C1=CC(=CC=C1)CN1CCC(CC1)OC)NC(=O)N[C@H]1CC[C@H](C2=CC=CC=C12)OC=1C=CC=2N(C1)C(=NN2)N2[C@H](CCCC2)C (1-{5-tert-Butyl-2-[3-(4-methoxy-piperidin-1-ylmethyl)-phenyl]-2H-pyrazol-3-yl}-3-{(1S,4R)-4-[3-((S)-2-methyl-piperidin-1-yl)-[1,2,4]triazolo[4,3-a]pyridin-6-yloxy]-1,2,3,4-tetrahydro-naphthalen-1-yl}-urea formate salt). Isolated yield 66.0%. RXN SMILES: [CH3:1][C@H:2]1[CH2:7][CH2:6][CH2:5][CH2:4][N:3]1[C:8]1[N:12]2[CH:13]=[C:14]([O:17][C@H:18]3[C:27]4[C:22](=[CH:23][CH:24]=[CH:25][CH:26]=4)[C@@H:21]([NH2:28])[CH2:20][CH2:19]3)[CH:15]=[CH:16][C:11]2=[N:10][N:9]=1.ClC(Cl)(Cl)C[O:32][C:33](=[O:52])[NH:34][C:35]1[N:36]([C:44]2[CH:49]=[CH:48][CH:47]=[C:46]([CH2:50]O)[CH:45]=2)[N:37]=[C:38]([C:40]([CH3:43])([CH3:42])[CH3:41])[CH:39]=1.CC[N:57]([CH:61]([CH3:63])C)[CH:58]([CH3:60])C.[O:64]1[CH2:69]COC[CH2:65]1>>[CH:33]([OH:52])=[O:32].[C:40]([C:38]1[CH:39]=[C:35]([NH:34][C:33]([NH:28][C@@H:21]2[C:22]3[C:27](=[CH:26][CH:25]=[CH:24][CH:23]=3)[C@H:18]([O:17][C:14]3[CH:15]=[CH:16][C:11]4[N:12]([C:8]([N:3]5[CH2:4][CH2:5][CH2:6][CH2:7][C@@H:2]5[CH3:1])=[N:9][N:10]=4)[CH:13]=3)[CH2:19][CH2:20]2)=[O:52])[N:36]([C:44]2[CH:49]=[CH:48][CH:47]=[C:46]([CH2:50][N:57]3[CH2:58][CH2:60][CH:65]([O:64][CH3:69])[CH2:63][CH2:61]3)[CH:45]=2)[N:37]=1)([CH3:43])([CH3:42])[CH3:41] |f:4.5|. Procedure: A mixture of Intermediate 81d (319 mg, 0.85 mmol), Intermediate 29c (335 mg, 0.85 mmol) and DIPEA (294 μL, 1.69 mmol) in dioxane (10 mL) was stirred at 80° C. for 18 hours. After cooling, the reaction mixture was partitioned between water and DCM. The aqueous phase was extracted with EtOAc (×3) and the combined organic layers were washed with brine, dried (MgSO4) and concentrated in vacuo. The resulting residue was purified by FCC on silica, using a gradient of 0-10% MeOH in DCM, to afford the t... Starting materials: BrC1=CC=C2C(CCN(C2=C1)C(=O)OC(C)(C)C)=O (tert-butyl 7-bromo-4-oxo-3,4-dihydroquinoline-1(2H)-carboxylate), N1CCOCC1 (morpholine). The reagents and catalysts are [Ti](Cl)(Cl)(Cl)Cl (titanium(IV) chloride). Solvent: C1(=CC=CC=C1)C (toluene). Run at time 8 hour. The product is BrC1=CC=C2C(=CCN(C2=C1)C(=O)OC(C)(C)C)N1CCOCC1 (tert-butyl 7-bromo-4-morpholinoquinoline-1(2H)-carboxylate). The yield is 98.9%. RXN SMILES: [Br:1][C:2]1[CH:11]=[C:10]2[C:5]([C:6](=O)[CH2:7][CH2:8][N:9]2[C:12]([O:14][C:15]([CH3:18])([CH3:17])[CH3:16])=[O:13])=[CH:4][CH:3]=1.[NH:20]1[CH2:25][CH2:24][O:23][CH2:22][CH2:21]1>C1(C)C=CC=CC=1.[Ti](Cl)(Cl)(Cl)Cl>[Br:1][C:2]1[CH:11]=[C:10]2[C:5]([C:6]([N:20]3[CH2:25][CH2:24][O:23][CH2:22][CH2:21]3)=[CH:7][CH2:8][N:9]2[C:12]([O:14][C:15]([CH3:18])([CH3:17])[CH3:16])=[O:13])=[CH:4][CH:3]=1. Procedure details: To a mixture of tert-butyl 7-bromo-4-oxo-3,4-dihydroquinoline-1(2H)-carboxylate (0.500 g, 1.53 mmol) and morpholine (0.668 mL, 7.66 mmol) in toluene (10 mL) at 0° C. was added titanium(IV) chloride [1M in toluene] (0.843 mL, 0.843 mmol) dropwise. The ice-bath was removed, and the orange, heterogeneous reaction mixture was stirred at room temperature overnight. The heterogeneous, orange reaction mixture was filtered under reduced pressure through a pad of Celite which was then rinsed with toluene... Reactants: ClC=1C=C(OCC(=O)O)C=CC1Cl (3,4-dichlorophenoxyacetic acid), CN[C@H]1[C@@H](CCCC1)N1CCCC1 ((±)-trans-N-methyl-N-[2-(1-pyrrolidinyl)cyclohexyl]amine), crude product. The product is Cl.CN(C(COC1=CC(=C(C=C1)Cl)Cl)=O)[C@H]1[C@@H](CCCC1)N1CCCC1 ((±)-trans-N-methyl-N-[2-(1-pyrrolidinyl)cyclohexyl](3,4-dichlorophenoxy)acetamide monohydrochloride). As a reaction SMILES: [Cl:1][C:2]1[CH:3]=[C:4]([CH:10]=[CH:11][C:12]=1[Cl:13])[O:5][CH2:6][C:7]([OH:9])=O.[CH3:14][NH:15][C@@H:16]1[CH2:21][CH2:20][CH2:19][CH2:18][C@H:17]1[N:22]1[CH2:26][CH2:25][CH2:24][CH2:23]1>>[ClH:1].[CH3:14][N:15]([C@@H:16]1[CH2:21][CH2:20][CH2:19][CH2:18][C@H:17]1[N:22]1[CH2:26][CH2:25][CH2:24][CH2:23]1)[C:7](=[O:9])[CH2:6][O:5][C:4]1[CH:10]=[CH:11][C:12]([Cl:13])=[C:2]([Cl:1])[CH:3]=1 |f:2.3|. Reported procedure: The title compound was prepared according to the method described in Example 2, using 3,4-dichlorophenoxyacetic acid (2.34 g, 11 mmol) and (±)-trans-N-methyl-N-[2-(1-pyrrolidinyl)cyclohexyl]amine prepared in Example 1 (2 g, 11 mmol). The crude product, which started to precipitate before the addition of the diethyl ether, was recrystallised from hot dichloromethane. Yield 2.9 g (62%). The reactants are OCC1OC2(OC1)CCN(CC2)CCC2=CC=CC=C2 (2-hydroxymethyl-8-phenethyl-1,4-dioxa-8-azaspiro[4,5]decane), OCC1OC2(OC1)CCN(CC2)CCC2=CC=CC=C2 (2-hydroxymethyl-8-phenethyl-1,4-dioxa-8-azaspiro[4,5]decane), O (water), C(C1=CC=CC=C1)Cl (Benzyl chloride), [H-].[Na+] (sodium hydride), phase. Reagents/catalysts: [Br-].C(CCC)[N+](CCCC)(CCCC)CCCC (tetrabutylammonium bromide). The solvent is C1(=CC=CC=C1)C (toluene), C1(=CC=CC=C1)C (toluene). Conditions: temperature 58 celsius. Yields the product C(C1=CC=CC=C1)OCC1OC2(OC1)CCN(CC2)CCC2=CC=CC=C2 (2-benzyloxymethyl-8-phenethyl-1,4-dioxa-8-azaspiro[4,5]decane). Isolated yield 84.0%. RXN SMILES: [OH:1][CH2:2][CH:3]1[CH2:7][O:6][C:5]2([CH2:12][CH2:11][N:10]([CH2:13][CH2:14][C:15]3[CH:20]=[CH:19][CH:18]=[CH:17][CH:16]=3)[CH2:9][CH2:8]2)[O:4]1.[H-].[Na+].[CH2:23](Cl)[C:24]1[CH:29]=[CH:28][CH:27]=[CH:26][CH:25]=1.O>C1(C)C=CC=CC=1.[Br-].C([N+](CCCC)(CCCC)CCCC)CCC>[CH2:23]([O:1][CH2:2][CH:3]1[CH2:7][O:6][C:5]2([CH2:8][CH2:9][N:10]([CH2:13][CH2:14][C:15]3[CH:16]=[CH:17][CH:18]=[CH:19][CH:20]=3)[CH2:11][CH2:12]2)[O:4]1)[C:24]1[CH:29]=[CH:28][CH:27]=[CH:26][CH:25]=1 |f:1.2,6.7|. Procedure: 2-hydroxymethyl-8-phenethyl-1,4-dioxa-8-azaspiro[4,5]decane (compound 1, 50 gm, 0.18 mole) was dissolved in toluene (250 ml) at room temperature. 10 gm of 60% of sodium hydride in toluene (300 ml) was added to the above solution until the effervescence ceased. 2 gram of phase transfer catalyst tetrabutylammonium bromide (TBAB) was added. Benzyl chloride, 23 gm was then added drop wise to the above reaction mass and the reaction was maintained at 58° C. for 15 hrs. The reaction mass was poured in... Starting materials: N1=C(N=CC=C1)N1CCN(CC1)CCO (2-[1-(2-pyrimidyl)-4-piperazinyl]ethanol), C1C2CC3(CC(CC13)C2)C(=O)O (hexahydro-2,5-methanopentalene-3a[1H]-carboxylic acid), C(=O)(N1C=NC=C1)N1C=NC=C1 (carbonyldiimidazole), C(=O)=O (CO2). Solvent: C(Cl)(Cl)Cl (chloroform), C(Cl)(Cl)Cl (chloroform), C(Cl)(Cl)Cl (chloroform). Reaction conditions: time 2 day. Product: N1=C(N=CC=C1)N1CCN(CC1)CCOC(=O)C12CC3CC2CC(C1)C3 (Hexahydro-2,5-methanopentalene-3a[1H]-carboxylic acid 2-[4-(2-pyrimidyl)-1-piperazinyl]ethyl ester). Reaction SMILES: [CH2:1]1[CH:8]2[C:4]3([C:10]([OH:12])=[O:11])[CH2:5][CH:6]([CH2:9][CH:2]1[CH2:3]3)[CH2:7]2.C(N1C=CN=C1)(N1C=CN=C1)=O.C(=O)=O.[N:28]1[CH:33]=[CH:32][CH:31]=[N:30][C:29]=1[N:34]1[CH2:39][CH2:38][N:37]([CH2:40][CH2:41]O)[CH2:36][CH2:35]1>C(Cl)(Cl)Cl>[N:28]1[CH:33]=[CH:32][CH:31]=[N:30][C:29]=1[N:34]1[CH2:39][CH2:38][N:37]([CH2:40][CH2:41][O:11][C:10]([C:4]23[CH2:5][CH:6]4[CH2:9][CH:2]([CH2:1][CH:8]2[CH2:7]4)[CH2:3]3)=[O:12])[CH2:36][CH2:35]1. Procedure details: To a stirred solution of hexahydro-2,5-methanopentalene-3a[1H]-carboxylic acid (1.0 g, 6.0×10-3 mol) in 25 ml of chloroform under a dry nitrogen atmosphere, was added carbonyldiimidazole (0.98 g, 6.0×10-3 mol). The resulting solution was stirred at ambient temperature for three hours, during which time a gas (CO2) was evolved. A solution of 2-[1-(2-pyrimidyl)-4-piperazinyl]ethanol (1.25 g, 6.0×10-3 mol) in 25 ml of chloroform was then added, and the resulting reaction mixture was stirred under n... The reactants are HClO4, BrC1=CC(=C(OC2=CC=C(OC(C(=CCO)OC)C)C=C2)C=C1)F (4-(4-(4-bromo-2-fluorophenoxy)phenoxy)-3-methoxy-2-penten-1-ol), O (water). Solvent: C(Cl)Cl (CH2Cl2), C(Cl)Cl (CH2Cl2). Run at temperature 0 celsius, time 45 minute. The product is BrC1=CC(=C(OC2=CC=C(OC(C(C=C)=O)C)C=C2)C=C1)F (4-(4-(4-Bromo-2-fluorophenoxy)phenoxy)-3-oxo-1-pentene). Yield: 68.9%. RXN SMILES: [Br:1][C:2]1[CH:23]=[CH:22][C:5]([O:6][C:7]2[CH:21]=[CH:20][C:10]([O:11][CH:12]([CH3:19])[C:13]([O:17]C)=[CH:14][CH2:15]O)=[CH:9][CH:8]=2)=[C:4]([F:24])[CH:3]=1.O>C(Cl)Cl>[Br:1][C:2]1[CH:23]=[CH:22][C:5]([O:6][C:7]2[CH:21]=[CH:20][C:10]([O:11][CH:12]([CH3:19])[C:13](=[O:17])[CH:14]=[CH2:15])=[CH:9][CH:8]=2)=[C:4]([F:24])[CH:3]=1. Reported procedure: To a solution of 30 ml of 35% HClO4 and 15 ml CH2Cl2 at 0° C. was added 3.0 g (7.55 mmol) 4-(4-(4-bromo-2-fluorophenoxy)phenoxy)-3-methoxy-2-penten-1-ol in 15 ml CH2Cl2. The mixture was stirred at 0° C. for 45 min, then poured into water and extracted with ether. The combined ether extracts were washed with water, dried over MgSO4 and the solvent was removed by rotary evaporation. The residue was purified by HPLC, eluting with 95:5 hexane:acetone, to give 1.9 g (69%) of the product as a clear, c... The reactants are O=S1(OC2=C(C=N1)C=C(C=C2I)C(C)(C)C)=O (2,2-dioxo-6-(1,1-dimethylethyl)-8-iodo-1,2,3-benzoxathiazine), O=S1(OC2=C(C=N1)C=C(C=C2Br)C(C)(C)C)=O (2,2-dioxo-6-(1,1-dimethylethyl)-8-bromo-1,2,3-benzoxathiazine). The product is O=S1(OC2=C(CN1)C=C(C=C2Br)C(C)(C)C)=O (2,2-dioxo-3,4-dihydro-6-(1,1-dimethylethyl)-8-bromo-1,2,3-benzoxathiazine). As a reaction SMILES: O=S1(=O)N=CC2C=C(C(C)(C)C)C=C(I)C=2O1.[O:18]=[S:19]1(=[O:34])[N:24]=[CH:23][C:22]2[CH:25]=[C:26]([C:30]([CH3:33])([CH3:32])[CH3:31])[CH:27]=[C:28]([Br:29])[C:21]=2[O:20]1>>[O:34]=[S:19]1(=[O:18])[NH:24][CH2:23][C:22]2[CH:25]=[C:26]([C:30]([CH3:32])([CH3:31])[CH3:33])[CH:27]=[C:28]([Br:29])[C:21]=2[O:20]1. Procedure details: This compound is prepared by essentially the same method as described in Example 8 except that the 2,2-dioxo-6-(1,1-dimethylethyl)-8-iodo-1,2,3-benzoxathiazine is replaced by 2,2-dioxo-6-(1,1-dimethylethyl)-8-bromo-1,2,3-benzoxathiazine. Thereby is obtained 2,2-dioxo-3,4-dihydro-6-(1,1-dimethylethyl)-8-bromo-1,2,3-benzoxathiazine. The reactants are CC(C)(C)OC(=O)c1ccc(Br)cn1, O=C([O-])[O-], CC(C)N1CCC(CC2CCNCC2)CC1, Cc1ccccc1, [Cs+], [Cs+], c1ccc(P(c2ccccc2)c2ccc3ccccc3c2-c2c(P(c3ccccc3)c3ccccc3)ccc3ccccc23)cc1. RXN SMILES: [Br:17][c:18]1[cH:19][cH:20][c:21]([C:24](=[O:25])[O:26][C:27]([CH3:28])([CH3:29])[CH3:30])[n:22][cH:23]1.[C:77](=[O:78])([O-:79])[O-:80].[CH3:1][CH:2]([CH3:3])[N:4]1[CH2:5][CH2:6][CH:7]([CH2:10][CH:11]2[CH2:12][CH2:13][NH:14][CH2:15][CH2:16]2)[CH2:8][CH2:9]1.[CH3:83][c:84]1[cH:85][cH:86][cH:87][cH:88][cH:89]1.[Cs+:81].[Cs+:82].[cH:31]1[cH:32][cH:33][c:34]([P:35]([c:36]2[cH:37][cH:38][c:39]3[c:40]([cH:41][cH:42][cH:43][cH:44]3)[c:45]2-[c:46]2[c:47]3[c:48]([cH:49][cH:50][cH:51][cH:52]3)[cH:53][cH:54][c:55]2[P:56]([c:57]2[cH:58][cH:59][cH:60][cH:61][cH:62]2)[c:63]2[cH:64][cH:65][cH:66][cH:67][cH:68]2)[c:69]2[cH:70][cH:71][cH:72][cH:73][cH:74]2)[cH:75][cH:76]1>>[CH3:1][CH:2]([CH3:3])[N:4]1[CH2:5][CH2:6][CH:7]([CH2:10][CH:11]2[CH2:12][CH2:13][N:14]([c:18]3[cH:19][cH:20][c:21]([C:24](=[O:25])[O:26][C:27]([CH3:28])([CH3:29])[CH3:30])[n:22][cH:23]3)[CH2:15][CH2:16]2)[CH2:8][CH2:9]1. Yields the product CC(C)N1CCC(CC2CCN(c3ccc(C(=O)OC(C)(C)C)nc3)CC2)CC1.